This data is from the Open Reaction Database (ORD), a public repository of structured organic reaction records. The task is: describe an organic reaction: reactants, conditions, products, and yield Starting materials: CN(C)C1CCN(c2ccc(NC(=O)c3ccc(O)cc3)cc2)C1, Fc1ccc(Cl)nc1. Product: CN(C)C1CCN(c2ccc(NC(=O)c3ccc(Oc4ccc(F)cn4)cc3)cc2)C1. Reaction SMILES: [CH3:9][N:10]([CH:11]1[CH2:12][N:13]([c:16]2[cH:17][cH:18][c:19]([NH:22][C:23]([c:24]3[cH:25][cH:26][c:27]([OH:30])[cH:28][cH:29]3)=[O:31])[cH:20][cH:21]2)[CH2:14][CH2:15]1)[CH3:32].[Cl:1][c:2]1[n:3][cH:4][c:5]([F:8])[cH:6][cH:7]1>>[c:2]1([O:30][c:27]2[cH:26][cH:25][c:24]([C:23]([NH:22][c:19]3[cH:18][cH:17][c:16]([N:13]4[CH2:12][CH:11]([N:10]([CH3:9])[CH3:32])[CH2:15][CH2:14]4)[cH:21][cH:20]3)=[O:31])[cH:29][cH:28]2)[n:3][cH:4][c:5]([F:8])[cH:6][cH:7]1. The reactants are C(=O)(O)COC1=CC=C(CC2C(NC(S2)=O)=O)C=C1 (5-[4-[(carboxy)methoxy]benzyl]thiazolidine-2,4-dione), C1(=CC=C(C=C1)S(=O)(=O)O)C (p-toluenesulfonic acid), CNC(C=1C(N)=CC=CC1)=O (N-methyl anthranilamide), C=1(C(=CC=CC1)C)C (xylene). Run in CO (methanol). Run at temperature 175 celsius. Yields the product CN1C(=NC2=CC=CC=C2C1=O)COC1=CC=C(CC2C(NC(S2)=O)=O)C=C1 (5-[4-[[3-methyl-4-oxo-3,4-dihydroquinazolin-2-yl]methoxy]benzyl]thiazolidine-2,4-dione). As a reaction SMILES: [C:1]([CH2:4][O:5][C:6]1[CH:19]=[CH:18][C:9]([CH2:10][CH:11]2[S:15][C:14](=[O:16])[NH:13][C:12]2=[O:17])=[CH:8][CH:7]=1)(O)=O.[CH3:20][NH:21][C:22](=[O:30])[C:23]1[C:24](=[CH:26][CH:27]=[CH:28][CH:29]=1)[NH2:25].C1(C)C(C)=CC=CC=1.C1(C)C=CC(S(O)(=O)=O)=CC=1>CO>[CH3:20][N:21]1[C:22](=[O:30])[C:23]2[C:24](=[CH:26][CH:27]=[CH:28][CH:29]=2)[N:25]=[C:1]1[CH2:4][O:5][C:6]1[CH:7]=[CH:8][C:9]([CH2:10][CH:11]2[S:15][C:14](=[O:16])[NH:13][C:12]2=[O:17])=[CH:18][CH:19]=1. Reported procedure: A suspension of 5-[4-[(carboxy)methoxy]benzyl]thiazolidine-2,4-dione obtained by following a procedure described in any of Examples 25-28 (100 g., 0.36 M), N-methyl anthranilamide (58.7 g, 0.39 M), xylene (100 ml) and p-toluenesulfonic acid (200 mg) was taken in a round bottom flask fitted with a mechanical stirrer, oil bath and Dean-Stark condenser. The reaction mixture was heated to reflux (Internal temperature 150-155° C., oil bath temperature 170-180° C.) for a period of 12-15 h while monito... The reactants are CS(=O)c1nc(N)nc(-c2ccco2)c1Br, C1CCC2=NCCCN2CC1, COCCO, C1COCCO1. Product: COCCOc1nc(N)nc(-c2ccco2)c1Br. Reaction SMILES: [Br:1][c:2]1[c:3](-[c:12]2[o:13][cH:14][cH:15][cH:16]2)[n:4][c:5]([NH2:11])[n:6][c:7]1[S:8]([CH3:9])=[O:10].[CH2:22]1[CH2:23][CH2:24][C:25]2=[N:30][CH2:29][CH2:28][CH2:27][N:26]2[CH2:31][CH2:32]1.[CH3:17][O:18][CH2:19][CH2:20][OH:21].[O:33]1[CH2:34][CH2:35][O:36][CH2:37][CH2:38]1>>[Br:1][c:2]1[c:3](-[c:12]2[o:13][cH:14][cH:15][cH:16]2)[n:4][c:5]([NH2:11])[n:6][c:7]1[O:21][CH2:20][CH2:19][O:18][CH3:17].